From a dataset of the Open Reaction Database (ORD), a public repository of structured organic reaction records. describe an organic reaction: reactants, conditions, products, and yield Reactants: C1CCC2=NCCCN2CC1, O=C(Nc1cccc2cnccc12)C(Cl)(Cl)Cl, Cc1ccc(CN)cc1Cl. The product is Cc1ccc(CNC(=O)Nc2cccc3cnccc23)cc1Cl. Reaction SMILES: [CH2:28]1[CH2:29][CH2:30][C:31]2=[N:36][CH2:35][CH2:34][CH2:33][N:32]2[CH2:37][CH2:38]1.[Cl:11][C:12]([C:13](=[O:14])[NH:15][c:16]1[c:17]2[cH:18][cH:19][n:20][cH:21][c:22]2[cH:23][cH:24][cH:25]1)([Cl:26])[Cl:27].[Cl:1][c:2]1[cH:3][c:4]([CH2:5][NH2:6])[cH:7][cH:8][c:9]1[CH3:10]>>[Cl:1][c:2]1[cH:3][c:4]([CH2:5][NH:6][C:13](=[O:14])[NH:15][c:16]2[c:17]3[cH:18][cH:19][n:20][cH:21][c:22]3[cH:23][cH:24][cH:25]2)[cH:7][cH:8][c:9]1[CH3:10].